Dataset: the Open Reaction Database (ORD), a public repository of structured organic reaction records. Task: describe an organic reaction: reactants, conditions, products, and yield Reactants: hydrochloride salt, CN(C([C@H](CCCCNC(C)=O)NC([C@@H](CC1=CC=CC=C1)N(C(C(CC1=CC2=CC=CC=C2C=C1)NC)=O)C)=O)=O)C ((2S)-6-acetylamino-2-{(2R)-2-[N-methyl-N-(2-(methylamino)-3-(2-naphthyl)propionyl)amino]-3-phenylpropionylamino}hexanoic acid N,N-dimethylamide), C(C)N(C(C)C)C(C)C (ethyidiisopropylamine), Cl.CN(CCCN=C=NCC)C (N-(3-Dimethylaminopropyl)-N'-ethylcarbodiimide hydrochloride), C(C)(C)(C)OC(=O)NC(C/C=C/C(=O)O)(C)C ((2E)-5-(tert-butyoxycarbonylamino)-5-methylhex-2-enoic acid), ON1N=NC2=C1N=CC=C2 (1-hydroxy-7-azabenzotriazole). Solvent: CN(C=O)C (N,N-dimethylformamide), ClCCl (dichloromethane), C(C)(=O)OCC (ethyl acetate). Reaction conditions: temperature 0 celsius, time 20 minute. The product is C(C)(C)(C)OC(NC(C\C=C\C(N(C)[C@H](CC1=CC2=CC=CC=C2C=C1)C(N(C)[C@H](CC1=CC=CC=C1)C(N[C@@H](CCCCNC(C)=O)C(N(C)C)=O)=O)=O)=O)(C)C)=O ({(3E)4-[N-((1R)-1-{N-[(1R)-1-((1S)-5-acetylamino-1-(dimethylcarbamoyl)pentylcarbamoyl)-2-phenylethyl]-N-methylcarbamoyl}2-(2-naphthyl)ethyl)-N-methylcarbamoyl]-1,1-dimethylbut-3-enyl}carbamic acid tert-butyl ester). Yield: 60.6%. Reaction SMILES: Cl.CN(C)CCCN=C=NCC.[C:13]([O:17][C:18]([NH:20][C:21]([CH3:29])([CH3:28])[CH2:22]/[CH:23]=[CH:24]/[C:25]([OH:27])=O)=[O:19])([CH3:16])([CH3:15])[CH3:14].ON1C2N=CC=CC=2N=N1.[CH3:40][N:41]([CH3:82])[C:42](=[O:81])[C@@H:43]([NH:52][C:53](=[O:80])[C@H:54]([N:62]([CH3:79])[C:63](=[O:78])[CH:64]([NH:76][CH3:77])[CH2:65][C:66]1[CH:75]=[CH:74][C:73]2[C:68](=[CH:69][CH:70]=[CH:71][CH:72]=2)[CH:67]=1)[CH2:55][C:56]1[CH:61]=[CH:60][CH:59]=[CH:58][CH:57]=1)[CH2:44][CH2:45][CH2:46][CH2:47][NH:48][C:49](=[O:51])[CH3:50].C(N(C(C)C)C(C)C)C>CN(C)C=O.ClCCl.C(OCC)(=O)C>[C:13]([O:17][C:18](=[O:19])[NH:20][C:21]([CH3:29])([CH3:28])[CH2:22]/[CH:23]=[CH:24]/[C:25](=[O:27])[N:76]([C@@H:64]([C:63](=[O:78])[N:62]([C@@H:54]([C:53](=[O:80])[NH:52][C@H:43]([C:42](=[O:81])[N:41]([CH3:82])[CH3:40])[CH2:44][CH2:45][CH2:46][CH2:47][NH:48][C:49](=[O:51])[CH3:50])[CH2:55][C:56]1[CH:57]=[CH:58][CH:59]=[CH:60][CH:61]=1)[CH3:79])[CH2:65][C:66]1[CH:75]=[CH:74][C:73]2[C:68](=[CH:69][CH:70]=[CH:71][CH:72]=2)[CH:67]=1)[CH3:77])([CH3:14])([CH3:15])[CH3:16] |f:0.1|. Procedure: N-(3-Dimethylaminopropyl)-N'-ethylcarbodiimide hydrochloride (279 mg, 1.46 mmol) was added at 0° C. to a solution of (2E)-5-(tert-butyoxycarbonylamino)-5-methylhex-2-enoic acid (355 mg, 1.46 mmol) and 1-hydroxy-7-azabenzotriazole (199 mg, 1.46 mmol). The reaction mixture was stirred for 20 min at 0° C. A solution of the crude hydrochloride salt of (2S)-6-acetylamino-2-{(2R)-2-[N-methyl-N-(2-(methylamino)-3-(2-naphthyl)propionyl)amino]-3-phenylpropionylamino}hexanoic acid N,N-dimethylamide (857 m... The reactants are C(C)(C)(C)OC(COC1=C(C=C(C=C1)C#N)C#C)=O (tert-butyl(4-cyano-2-ethynylphenoxy)acetate), BrC=1C=C(C=CC1C)S(=O)(=O)CCO (2-[(3-bromo-4-methylphenyl)sulfonyl]ethanol), C(C)(C)(C)OC(COC1=C(C=C(C=C1)C#N)C#C)=O (tert-butyl(4-cyano-2-ethynylphenoxy)acetate), BrC=1C=C(C=CC1C)S(=O)(=O)CCO (2-[(3-bromo-4-methylphenyl)sulfonyl]ethanol). Product: C(#N)C1=CC(=C(OCC(=O)O)C=C1)C#CC1=C(C=CC(=C1)S(=O)(=O)CCO)C ([4-cyano-2-({5-[(2-hydroxyethyl)sulfonyl]-2-methylphenyl}ethynyl)phenoxy]acetic acid). As a reaction SMILES: C([O:5][C:6](=[O:19])[CH2:7][O:8][C:9]1[CH:14]=[CH:13][C:12]([C:15]#[N:16])=[CH:11][C:10]=1[C:17]#[CH:18])(C)(C)C.Br[C:21]1[CH:22]=[C:23]([S:28]([CH2:31][CH2:32][OH:33])(=[O:30])=[O:29])[CH:24]=[CH:25][C:26]=1[CH3:27]>>[C:15]([C:12]1[CH:13]=[CH:14][C:9]([O:8][CH2:7][C:6]([OH:5])=[O:19])=[C:10]([C:17]#[C:18][C:21]2[CH:22]=[C:23]([S:28]([CH2:31][CH2:32][OH:33])(=[O:30])=[O:29])[CH:24]=[CH:25][C:26]=2[CH3:27])[CH:11]=1)#[N:16]. Reported procedure: Following the general method as outlined in Example 37, starting from tert-butyl(4-cyano-2-ethynyl phenoxy)acetate (Intermediate 46) and 2-[(3-bromo-4-methylphenyl)sulfonyl]ethanol (Intermediate 67), the title compound was obtained as a yellow solid. Yield: 3.8%. Run in O1CCOCC1 (dioxane). As a reaction SMILES: [OH:1][C:2]1[C:11]2[C:6](=[CH:7][CH:8]=[CH:9][CH:10]=2)[O:5][C:4](=[O:12])[CH:3]=1.[Br:13][C:14]1[CH:19]=[CH:18][C:17]([CH:20](O)[CH:21]([CH3:23])[CH3:22])=[CH:16][CH:15]=1.B(F)(F)F.CCOCC>O1CCOCC1>[Br:13][C:14]1[CH:19]=[CH:18][C:17]([CH:20]([C:3]2[C:4](=[O:12])[O:5][C:6]3[C:11]([C:2]=2[OH:1])=[CH:10][CH:9]=[CH:8][CH:7]=3)[CH:21]([CH3:23])[CH3:22])=[CH:16][CH:15]=1 |f:2.3|. Starting materials: OC1=CC(OC2=CC=CC=C12)=O (4-hydroxycoumarin), BrC1=CC=C(C=C1)C(C(C)C)O (1-(4-bromophenyl)-2-methylpropan-1-ol), B(F)(F)F.CCOCC (boron trifluoride etherate). The product is BrC1=CC=C(C=C1)C(C(C)C)C=1C(OC2=CC=CC=C2C1O)=O (3-(1 -(4-Bromophenyl)-2-methylpropyl)-4-hydroxycoumarin). Conditions: time 8 hour. Reported procedure: To a flame-dried flask containing a near-solution of 324 mg of 4-hydroxycoumarin and 573 mg of 1-(4-bromophenyl)-2-methylpropan-1-ol of Preparation 14 in 10 mL of dioxane under an argon atmosphere is added 1.2 mL of boron trifluoride etherate. The resulting yellow solution is left to stir at room temperature overnight. The volatiles are removed and the residue is partioned between diethyl ether and 1N sodium hydroxide. The basic aqueous phase is washed with diethyl ether and acidified to pH=1 wi... The reactants are Cl, CNC(=O)c1c(-c2ccc(F)cc2)nn2ncc(-c3cc(C(=O)OC)c(OC)cc3C)cc12, [Na+], C1COCCO1, [OH-]. Product: CNC(=O)c1c(-c2ccc(F)cc2)nn2ncc(-c3cc(C(=O)O)c(OC)cc3C)cc12. Reaction SMILES: [ClH:36].[F:1][c:2]1[cH:3][cH:4][c:5](-[c:8]2[n:9][n:10]3[n:11][cH:12][c:13](-[c:21]4[c:22]([CH3:33])[cH:23][c:24]([O:31][CH3:32])[c:25]([C:26](=[O:27])[O:28][CH3:29])[cH:30]4)[cH:14][c:15]3[c:16]2[C:17]([NH:18][CH3:19])=[O:20])[cH:6][cH:7]1.[Na+:35].[O:37]1[CH2:38][CH2:39][O:40][CH2:41][CH2:42]1.[OH-:34]>>[F:1][c:2]1[cH:3][cH:4][c:5](-[c:8]2[n:9][n:10]3[n:11][cH:12][c:13](-[c:21]4[c:22]([CH3:33])[cH:23][c:24]([O:31][CH3:32])[c:25]([C:26](=[O:27])[OH:28])[cH:30]4)[cH:14][c:15]3[c:16]2[C:17]([NH:18][CH3:19])=[O:20])[cH:6][cH:7]1. The reactants are COC1=C(C=CC=C1)C=1C=C2C(=CC(NC2=CC1)(C)C)CSC1=CC=C(C=C1)OC (6-(2-Methoxyphenyl)-4-(4-methoxyphenylsulfanylmethyl)-2,2-dimethyl-1,2-dihydroquinoline), BrCC1=CC(NC2=CC=C(C=C12)C1=C(C=CC=C1)OC)(C)C (4-bromomethyl-6-(2-methoxyphenyl)-2,2-dimethyl-1,2-dihydroquinoline), C([O-])([O-])=O.[K+].[K+] (potassium carbonate). Solvent: COC1=CC=C(C=C1)S (4-methoxy benzenethiol). Yields the product COC1=C(C=CC=C1)C=1C=C2C(=CC(NC2=CC1)(C)C)CNC1=CC=CC=C1 ([6-(2-methoxyphenyl)-2,2-dimethyl-1,2-dihydroquinolin-4-ylmethyl]phenylamine). As a reaction SMILES: [CH3:1][O:2][C:3]1[CH:8]=[CH:7][CH:6]=[CH:5][C:4]=1[C:9]1[CH:10]=[C:11]2[C:16](=[CH:17][CH:18]=1)[NH:15][C:14]([CH3:20])([CH3:19])[CH:13]=[C:12]2[CH2:21]SC1C=CC(OC)=CC=1.BrCC1[C:42]2[C:37](=[CH:38][CH:39]=[C:40](C3C=CC=CC=3OC)[CH:41]=2)[NH:36]C(C)(C)C=1.C(=O)([O-])[O-].[K+].[K+]>COC1C=CC(S)=CC=1>[CH3:1][O:2][C:3]1[CH:8]=[CH:7][CH:6]=[CH:5][C:4]=1[C:9]1[CH:10]=[C:11]2[C:16](=[CH:17][CH:18]=1)[NH:15][C:14]([CH3:20])([CH3:19])[CH:13]=[C:12]2[CH2:21][NH:36][C:37]1[CH:42]=[CH:41][CH:40]=[CH:39][CH:38]=1 |f:2.3.4|. Reported procedure: 6-(2-Methoxyphenyl)-4-(4-methoxyphenylsulfanylmethyl)-2,2-dimethyl-1,2-dihydroquinoline 100 mg of 4-bromomethyl-6-(2-methoxyphenyl)-2,2-dimethyl-1,2-dihydroquinoline, 80 mg of potassium carbonate, and 70 μL of 4-methoxy benzenethiol reacted to give 9 mg of the title compound as an oil. The reactants are C(C1=CC=CC=C1)OC1=CC=C(N)C=C1 (4-(benzyloxy)aniline), C(C1=CC=CC=C1)OC[C@@H](C(=O)O)NC(=O)OC(C)(C)C ((S)-3-(benzyloxy)-2-(tert-butoxycarbonylamino)propanoic acid). Yields the product N[C@H](C(=O)NC1=CC=C(C=C1)OCC1=CC=CC=C1)COCC1=CC=CC=C1 ((S)-2-amino-3-(benzyloxy)-N-(4-(benzyloxy)phenyl)propanamide). Yield: 84.0%. As a reaction SMILES: [CH2:1]([O:8][C:9]1[CH:15]=[CH:14][C:12]([NH2:13])=[CH:11][CH:10]=1)[C:2]1[CH:7]=[CH:6][CH:5]=[CH:4][CH:3]=1.[CH2:16]([O:23][CH2:24][C@H:25]([NH:29]C(OC(C)(C)C)=O)[C:26](O)=[O:27])[C:17]1[CH:22]=[CH:21][CH:20]=[CH:19][CH:18]=1>>[NH2:29][C@@H:25]([CH2:24][O:23][CH2:16][C:17]1[CH:22]=[CH:21][CH:20]=[CH:19][CH:18]=1)[C:26]([NH:13][C:12]1[CH:11]=[CH:10][C:9]([O:8][CH2:1][C:2]2[CH:3]=[CH:4][CH:5]=[CH:6][CH:7]=2)=[CH:15][CH:14]=1)=[O:27]. Reported procedure: Proceeding as in Reference 5, but substituting 4-(benzyloxy)aniline and (S)-3-(benzyloxy)-2-(tert-butoxycarbonylamino)propanoic acid, gave (S)-2-amino-3-(benzyloxy)-N-(4-(benzyloxy)phenyl)propanamide (160 mg, 84%).